Dataset: the Open Reaction Database (ORD), a public repository of structured organic reaction records. Task: describe an organic reaction: reactants, conditions, products, and yield Reactants: COc1cccc(-c2c(C)n(Cc3c(F)cccc3S(C)(=O)=O)c(=O)n(CC(NC(=O)OC(C)(C)C)c3ccccc3)c2=O)c1F, ClCCl. The product is COc1cccc(-c2c(C)n(Cc3c(F)cccc3S(C)(=O)=O)c(=O)n(CC(N)c3ccccc3)c2=O)c1F. As a reaction SMILES: [C:1]([O:2][C:3](=[O:4])[NH:8][CH:9]([CH2:10][n:11]1[c:12](=[O:40])[n:13]([CH2:28][c:29]2[c:30]([F:39])[cH:31][cH:32][cH:33][c:34]2[S:35](=[O:36])(=[O:37])[CH3:38])[c:14]([CH3:27])[c:15](-[c:18]2[c:19]([F:26])[c:20]([O:24][CH3:25])[cH:21][cH:22][cH:23]2)[c:16]1=[O:17])[c:41]1[cH:42][cH:43][cH:44][cH:45][cH:46]1)([CH3:5])([CH3:6])[CH3:7].[Cl:47][CH2:48][Cl:49]>>[NH2:8][CH:9]([CH2:10][n:11]1[c:12](=[O:40])[n:13]([CH2:28][c:29]2[c:30]([F:39])[cH:31][cH:32][cH:33][c:34]2[S:35](=[O:36])(=[O:37])[CH3:38])[c:14]([CH3:27])[c:15](-[c:18]2[c:19]([F:26])[c:20]([O:24][CH3:25])[cH:21][cH:22][cH:23]2)[c:16]1=[O:17])[c:41]1[cH:42][cH:43][cH:44][cH:45][cH:46]1. Reactants: ClCCl, COC(=O)C1C=C2c3cccc4[nH]cc(c34)CC2N(C#N)C1, ClC(Cl)Cl, [Cl-], NN, [Na+]. Product: N#CN1CC(C(=O)NN)C=C2c3cccc4[nH]cc(c34)CC21. As a reaction SMILES: [CH2:27]([Cl:28])[Cl:29].[CH3:1][O:2][C:3](=[O:4])[CH:5]1[CH2:6][N:7]([C:21]#[N:22])[CH:8]2[CH2:9][c:10]3[cH:11][nH:12][c:13]4[cH:14][cH:15][cH:16][c:17]([c:20]34)[C:18]2=[CH:19]1.[CH:30]([Cl:31])([Cl:32])[Cl:33].[Cl-:26].[NH2:23][NH2:24].[Na+:25]>>[C:3](=[O:4])([CH:5]1[CH2:6][N:7]([C:21]#[N:22])[CH:8]2[CH2:9][c:10]3[cH:11][nH:12][c:13]4[cH:14][cH:15][cH:16][c:17]([c:20]34)[C:18]2=[CH:19]1)[NH:23][NH2:24]. Reaction conditions: time 20 minute. The product is COC=1C=C(C=CC1OC)C(C=O)=C(Cl)C1=CC(=C(C=C1)OC)OC (2,3-Bis-(3,4-Dimethoxyphenyl)-3-Chloropropenal). Run in O1CCCC1 (tetrahydrofuran). Procedure details: Desoxyveratroin (2.5 g, 0.0079 moles) was dissolved in a solution of tetrahydrofuran (20 ml) and a preformed solution of dimethylformamide (12 ml) and phophorous oxychloride (7 ml) was added with stirring over a period of 20 minutes to form a reaction mixture. The reaction mixture was kept below 30° by ice bath cooling and stirred for 5 hrs. The resulting slurry was then poured into water (200 ml) and stirred for 18 hrs. The crude product (2.9 g, mp. 162°-166°) was recrystallized from methanol-b... Reaction SMILES: [CH3:1][O:2][C:3]1[CH:8]=[CH:7][C:6]([CH2:9][C:10]([C:12]2[CH:17]=[CH:16][C:15]([O:18][CH3:19])=[C:14]([O:20][CH3:21])[CH:13]=2)=O)=[CH:5][C:4]=1[O:22][CH3:23].CN(C)[CH:26]=[O:27].O(Cl)[Cl:30].O>O1CCCC1>[CH3:23][O:22][C:4]1[CH:5]=[C:6]([C:9](=[C:10]([C:12]2[CH:17]=[CH:16][C:15]([O:18][CH3:19])=[C:14]([O:20][CH3:21])[CH:13]=2)[Cl:30])[CH:26]=[O:27])[CH:7]=[CH:8][C:3]=1[O:2][CH3:1]. The yield is 59.0%. The reactants are O (water), CN(C=O)C (dimethylformamide), O(Cl)Cl (oxychloride), COC1=C(C=C(C=C1)CC(=O)C2=CC(=C(C=C2)OC)OC)OC (Desoxyveratroin).